This data is from the Open Reaction Database (ORD), a public repository of structured organic reaction records. The task is: describe an organic reaction: reactants, conditions, products, and yield The reactants are CC(C(=O)[O-])c1ccc(C#Cc2ccc3c(c2)C(C)(C)CCC3n2ccnc2)cc1, CCO, [Na+], [OH-]. Product: CC1(C)CCC(n2ccnc2)c2ccc(C#Cc3ccc(CC(=O)O)cc3)cc21. As a reaction SMILES: [CH3:1][CH:2]([C:3](=[O:4])[O-:5])[c:6]1[cH:7][cH:8][c:9]([C:12]#[C:13][c:14]2[cH:15][c:16]3[c:21]([cH:22][cH:23]2)[CH:20]([n:24]2[cH:25][n:26][cH:27][cH:28]2)[CH2:19][CH2:18][C:17]3([CH3:29])[CH3:30])[cH:10][cH:11]1.[CH3:33][CH2:34][OH:35].[Na+:32].[OH-:31]>>[CH2:2]([C:3](=[O:4])[OH:5])[c:6]1[cH:7][cH:8][c:9]([C:12]#[C:13][c:14]2[cH:15][c:16]3[c:21]([cH:22][cH:23]2)[CH:20]([n:24]2[cH:25][n:26][cH:27][cH:28]2)[CH2:19][CH2:18][C:17]3([CH3:29])[CH3:30])[cH:10][cH:11]1. The reactants are C(C1=CC=CC=C1)[C@H]1N(CC[C@@H](C1)N(C(C(F)(F)F)=O)CC1=CC=NC2=CC=CC=C12)C(C1=C(C=CC=C1Cl)Cl)=O ((2R*,4S*)-2-benzyl-1-(2,6-dichlorobenzoyl)-N-(4-quinolylmethyl)-N-trifluoroacetyl-4-piperidinamine), [OH-].[Na+] (sodium hydroxide). The solvent is O1CCCC1 (tetrahydrofuran), CO (methanol). Yields the product C(C1=CC=CC=C1)C1N(CCC(C1)NCC1=CC=NC2=CC=CC=C12)C(C1=C(C=CC=C1Cl)Cl)=O (2-benzyl-1-(2,6-dichlorobenzoyl)-N-(4-quinolylmethyl)-4-piperidinamine). Reaction SMILES: [CH2:1]([C@@H:8]1[CH2:13][C@@H:12]([N:14]([CH2:21][C:22]2[C:31]3[C:26](=[CH:27][CH:28]=[CH:29][CH:30]=3)[N:25]=[CH:24][CH:23]=2)C(=O)C(F)(F)F)[CH2:11][CH2:10][N:9]1[C:32](=[O:41])[C:33]1[C:38]([Cl:39])=[CH:37][CH:36]=[CH:35][C:34]=1[Cl:40])[C:2]1[CH:7]=[CH:6][CH:5]=[CH:4][CH:3]=1.[OH-].[Na+]>O1CCCC1.CO>[CH2:1]([CH:8]1[CH2:13][CH:12]([NH:14][CH2:21][C:22]2[C:31]3[C:26](=[CH:27][CH:28]=[CH:29][CH:30]=3)[N:25]=[CH:24][CH:23]=2)[CH2:11][CH2:10][N:9]1[C:32](=[O:41])[C:33]1[C:34]([Cl:40])=[CH:35][CH:36]=[CH:37][C:38]=1[Cl:39])[C:2]1[CH:7]=[CH:6][CH:5]=[CH:4][CH:3]=1 |f:1.2|. Reported procedure: 138 mg (0.230 mmol) of (2R*,4S*)-2-benzyl-1-(2,6-dichlorobenzoyl)-N-(4-quinolylmethyl)-N-trifluoroacetyl-4-piperidinamine are reacted in analogy to Example 40 with 18.4 mg (0.460 mmol) of sodium hydroxide in 1.5 ml of tetrahydrofuran and 1.5 ml of methanol. The title compound ##STR68## is obtained (56 mg, 48%) as white foam. TLC: methylene chloride/methanol/conc. ammonia (700:50:1) Rf =0.50, FD-MS: M+ =503, 505.